describe an organic reaction: reactants, conditions, products, and yield From a dataset of the Open Reaction Database (ORD), a public repository of structured organic reaction records. The reactants are Cl.COC1=CC=C(C=C1)C1CCNCC1 (4-(4-methoxyphenyl)piperidine hydrochloride), 4-phenyl-p-tosylbutane, C(=O)([O-])[O-].[K+].[K+] (K2CO3), CC#N (CH3CN). Yields the product COC1=CC=C(C=C1)C1CCN(CC1)CCCCC1=CC=CC=C1 (4-(4-Methoxyphenyl)-1-(4-phenylbutyl)piperidine). RXN SMILES: Cl.[CH3:2][O:3][C:4]1[CH:9]=[CH:8][C:7]([CH:10]2[CH2:15][CH2:14][NH:13][CH2:12][CH2:11]2)=[CH:6][CH:5]=1.C([O-])([O-])=O.[K+].[K+].[CH3:22][C:23]#N>>[CH3:2][O:3][C:4]1[CH:5]=[CH:6][C:7]([CH:10]2[CH2:15][CH2:14][N:13]([CH2:8][CH2:7][CH2:10][CH2:11][C:22]3[CH:23]=[CH:6][CH:5]=[CH:4][CH:9]=3)[CH2:12][CH2:11]2)=[CH:8][CH:9]=1 |f:0.1,2.3.4|. Procedure: The title compound was prepared from 4-(4-methoxyphenyl)piperidine hydrochloride (1.00 g, 4.39 mmol), 4-phenyl-p-tosylbutane (1.40 g, 4.61 mmol) and K2CO3 (1.24 g, 9.00 mmol) in CH3CN (25 mL) as a beige solid (979 mg, 69%): mp 48-50° C.; 1H NMR (CDCl3) 1.52-1.86 (m, 8H), 2.01 (td, J=11 and 3.6 Hz, 2H), 2.34-2.50 (m, 3H), 2.65 (t, J=7.2 Hz, 2H), 2.98-3.08 ((m, 2H), 3.79 (J, 3H), 6.85 (d, J=8.7 Hz, 2H), 7.12-7.32 (m, 7H). The reactants are CC(C)=O, CO, OC1CCC(Oc2ccc(F)cc2)CC1, O=[Cr](=O)=O, O, O=S(=O)(O)O. The product is O=C1CCC(Oc2ccc(F)cc2)CC1. Reaction SMILES: [CH3:16][C:17](=[O:18])[CH3:19].[CH3:30][OH:31].[F:1][c:2]1[cH:3][cH:4][c:5]([O:6][CH:7]2[CH2:8][CH2:9][CH:10]([OH:13])[CH2:11][CH2:12]2)[cH:14][cH:15]1.[O:20]=[Cr:21](=[O:22])=[O:23].[OH2:29].[S:24](=[O:25])(=[O:26])([OH:27])[OH:28]>>[F:1][c:2]1[cH:3][cH:4][c:5]([O:6][CH:7]2[CH2:8][CH2:9][C:10](=[O:13])[CH2:11][CH2:12]2)[cH:14][cH:15]1. The reactants are Clc1ccc2cc(CBr)ccc2c1, COCC1NCC(C)N(Cc2ccc3c(N)ncnc3c2)C1=O. The product is COCC1C(=O)N(Cc2ccc3c(N)ncnc3c2)C(C)CN1Cc1ccc2cc(Cl)ccc2c1. RXN SMILES: [Br:24][CH2:25][c:26]1[cH:27][c:28]2[cH:29][cH:30][c:31]([Cl:36])[cH:32][c:33]2[cH:34][cH:35]1.[NH2:1][c:2]1[n:3][cH:4][n:5][c:6]2[cH:7][c:8]([CH2:12][N:13]3[C:14](=[O:23])[CH:15]([CH2:20][O:21][CH3:22])[NH:16][CH2:17][CH:18]3[CH3:19])[cH:9][cH:10][c:11]12>>[NH2:1][c:2]1[n:3][cH:4][n:5][c:6]2[cH:7][c:8]([CH2:12][N:13]3[C:14](=[O:23])[CH:15]([CH2:20][O:21][CH3:22])[N:16]([CH2:25][c:26]4[cH:27][c:28]5[cH:29][cH:30][c:31]([Cl:36])[cH:32][c:33]5[cH:34][cH:35]4)[CH2:17][CH:18]3[CH3:19])[cH:9][cH:10][c:11]12. Reactants: ClC1=C(C(=O)O)C=CC=C1 (2-chlorobenzoic acid), [N-]1C=NC=C1 (imidazolide), C(CCC)C1=NN(C(=C1CC1=C(C=C(C=C1)C1=C(C=CC=C1)S(N)(=O)=O)F)C#N)C1=C(C=CC(=C1)NC(CC)=O)Cl (3-n-butyl-1-[2-chloro-5-(propionylamino)phenyl]-4-[[3-fluoro-2'-sulfamoylbiphenyl-4-yl]methyl]-1H-pyrazole-5-carbonitrile). Product: C(CCC)C1=NN(C(=C1CC1=C(C=C(C=C1)C1=C(C=CC=C1)S(NC(C1=C(C=CC=C1)Cl)=O)(=O)=O)F)C#N)C1=C(C=CC(=C1)NC(CC)=O)Cl (3-n-Butyl-4-[[2'-[N-(2-chlorobenzoyl)sulfamoyl]-3-fluorobiphenyl-4-yl]methyl]-1-[2-chloro-5-(propionylamino)phenyl]-1H-pyrazole-5-carbonitrile). Isolated yield 74.0%. As a reaction SMILES: [Cl:1][C:2]1[CH:10]=[CH:9][CH:8]=[CH:7][C:3]=1[C:4]([OH:6])=O.[N-]1C=CN=C1.[CH2:16]([C:20]1[C:24]([CH2:25][C:26]2[CH:31]=[CH:30][C:29]([C:32]3[CH:37]=[CH:36][CH:35]=[CH:34][C:33]=3[S:38](=[O:41])(=[O:40])[NH2:39])=[CH:28][C:27]=2[F:42])=[C:23]([C:43]#[N:44])[N:22]([C:45]2[CH:50]=[C:49]([NH:51][C:52](=[O:55])[CH2:53][CH3:54])[CH:48]=[CH:47][C:46]=2[Cl:56])[N:21]=1)[CH2:17][CH2:18][CH3:19]>>[CH2:16]([C:20]1[C:24]([CH2:25][C:26]2[CH:31]=[CH:30][C:29]([C:32]3[CH:37]=[CH:36][CH:35]=[CH:34][C:33]=3[S:38](=[O:41])(=[O:40])[NH:39][C:4](=[O:6])[C:3]3[CH:7]=[CH:8][CH:9]=[CH:10][C:2]=3[Cl:1])=[CH:28][C:27]=2[F:42])=[C:23]([C:43]#[N:44])[N:22]([C:45]2[CH:50]=[C:49]([NH:51][C:52](=[O:55])[CH2:53][CH3:54])[CH:48]=[CH:47][C:46]=2[Cl:56])[N:21]=1)[CH2:17][CH2:18][CH3:19]. Reported procedure: By the procedure of Example 1, Step H, 2-chlorobenzoic acid was converted to its imidazolide and reacted with 3-n-butyl-1-[2-chloro-5-(propionylamino)phenyl]-4-[[3-fluoro-2'-sulfamoylbiphenyl-4-yl]methyl]-1H-pyrazole-5-carbonitrile (from Step K). The crude product was purified by semipreparative HPLC on a Zorbax C8 reverse phase column (elution with 75:25 acetonitrile-H2O containing 0.1% TFA), affording a 74% yield of the title compound as a cream-colored, stiff foam; homogeneous by TLC in 95:5 ...